This data is from the Open Reaction Database (ORD), a public repository of structured organic reaction records. The task is: describe an organic reaction: reactants, conditions, products, and yield Reactants: CO, COc1ccc(N(C)c2nc(Cl)nc3ccccc23)cn1, N. The product is COc1ccc(N(C)c2nc(N)nc3ccccc23)cn1. As a reaction SMILES: [CH3:23][OH:24].[Cl:1][c:2]1[n:3][c:4]2[cH:5][cH:6][cH:7][cH:8][c:9]2[c:10]([N:12]([CH3:13])[c:14]2[cH:15][n:16][c:17]([O:20][CH3:21])[cH:18][cH:19]2)[n:11]1.[NH3:22]>>[c:2]1([NH2:22])[n:3][c:4]2[cH:5][cH:6][cH:7][cH:8][c:9]2[c:10]([N:12]([CH3:13])[c:14]2[cH:15][n:16][c:17]([O:20][CH3:21])[cH:18][cH:19]2)[n:11]1. Starting materials: ClC1=NC=C(C(=C1)C)[N+](=O)[O-] (2-chloro-4-methyl-5-nitropyridine), O.O.[Cr](=O)(=O)([O-])O[Cr](=O)(=O)[O-].[Na+].[Na+] (Sodium dichromate dihydrate). Run in S(O)(O)(=O)=O (sulphuric acid). Reaction conditions: time 8 hour. The product is ClC=1C=C(C(=O)O)C(=CN1)[N+](=O)[O-] (2-chloro-5-nitroisonicotinic acid). The yield is 110.3%. Reaction SMILES: [Cl:1][C:2]1[CH:7]=[C:6]([CH3:8])[C:5]([N+:9]([O-:11])=[O:10])=[CH:4][N:3]=1.[OH2:12].[OH2:13].[Cr](O[Cr]([O-])(=O)=O)([O-])(=O)=O.[Na+].[Na+]>S(=O)(=O)(O)O>[Cl:1][C:2]1[CH:7]=[C:6]([C:5]([N+:9]([O-:11])=[O:10])=[CH:4][N:3]=1)[C:8]([OH:13])=[O:12] |f:1.2.3.4.5|. Procedure details: 2-chloro-4-methyl-5-nitropyridine (1.0 g, 5.8 mmol) was cooled using an ice water bath. Sodium dichromate dihydrate (3.45 g, 11.6 mmol) dissolved in sulphuric acid (50 mL) was added dropwise, ensuring reaction temperature does not exceed 15° C. After complete addition, reaction allowed to warm to room temperature and stirred overnight. Quenched with ice, extracted into ethylacetate and concentrated under reduced pressure to afford 2-chloro-5-nitroisonicotinic acid (1.3 g, 6.4 mmol). Reactants: C(CCC)C1=CC=C(C=C1)O (p-n-butylphenol), BrBr (bromine). The solvent is C(C)(=O)O (acetic acid). Reaction conditions: temperature 40 celsius, time 4 hour. Yields the product BrC=1C=C(C=CC1CCCC)O (3-bromo-4-n-butylphenol). RXN SMILES: [CH2:1]([C:5]1[CH:10]=[CH:9][C:8]([OH:11])=[CH:7][CH:6]=1)[CH2:2][CH2:3][CH3:4].[Br:12]Br>C(O)(=O)C>[Br:12][C:10]1[CH:9]=[C:8]([OH:11])[CH:7]=[CH:6][C:5]=1[CH2:1][CH2:2][CH2:3][CH3:4]. Reported procedure: 22.5 g (0.15 mol) of commercially available p-n-butylphenol was dissolved in 100 ml glacial acetic acid and was slowly heated to 40° C. 24.5 g (0.153 mol) of bromine was added and the solution was stirred for four hours at 60° C. The glacial acetic acid in the reaction solution was removed by distillation and 31.7 g of 3-bromo-4-n-butylphenol was obtained from the residue by vacuum distillation (85° C./1 mmHg). The yield of 3-bromo-4-n-butylphenol was calculated to be 92.1%. The reactants are C(C)OC(C)=NOCCC(NCC)=O (N-(2-ethylcarbamoyl-ethoxy)-acetimidic acid ethyl ester), Cl (hydrochloric acid). Run at time 30 minute. Yields the product Cl.NOCCC(=O)NCC (3-aminooxy-N-ethyl-propionamide hydrochloride). Reaction SMILES: C(OC(=[N:6][O:7][CH2:8][CH2:9][C:10](=[O:14])[NH:11][CH2:12][CH3:13])C)C.[ClH:15]>>[ClH:15].[NH2:6][O:7][CH2:8][CH2:9][C:10]([NH:11][CH2:12][CH3:13])=[O:14] |f:2.3|. Procedure details: To N-(2-ethylcarbamoyl-ethoxy)-acetimidic acid ethyl ester (180 mg, 0.890 mmol) obtained in Step A was added 2 M hydrochloric acid (2 ml), and the mixture was stirred at room temperature for 30 minutes. The reaction mixture was concentrated to give a crude product of 3-aminooxy-N-ethyl-propionamide hydrochloride as a residue. To this residue, a mixed solvent of tetrahydrofuran/methanol (3:1, 20 ml) and 3,4-difluoro-2-(2-fluoro-4-iodophenylamino-5-formyl-N-(2-hydroxy-ethoxy)-benzamide (500 mg, 1.... The reactants are [Br-], O=C([O-])O, CC[Mg+], CON(C)C(=O)c1ocnc1C, [Na+], C1CCOC1. The product is CCC(=O)c1ocnc1C. RXN SMILES: [Br-:13].[C:17](=[O:18])([O-:19])[OH:20].[CH2:14]([CH3:15])[Mg+:16].[CH3:1][O:2][N:3]([C:4](=[O:5])[c:6]1[c:7]([CH3:11])[n:8][cH:9][o:10]1)[CH3:12].[Na+:21].[O:22]1[CH2:23][CH2:24][CH2:25][CH2:26]1>>[C:4](=[O:5])([c:6]1[c:7]([CH3:11])[n:8][cH:9][o:10]1)[CH2:14][CH3:15]. Starting materials: CCOC(=O)c1[nH]c(C=O)c(CCC(=O)O)c1C, O=C1Cc2c(cccc2-c2ccncc2)N1. The product is CCOC(=O)c1[nH]c(C=C2C(=O)Nc3cccc(-c4ccncc4)c32)c(CCC(=O)O)c1C. As a reaction SMILES: [CH2:17]([CH3:18])[O:19][C:20](=[O:21])[c:22]1[nH:23][c:24]([CH:33]=[O:34])[c:25]([CH2:28][CH2:29][C:30](=[O:31])[OH:32])[c:26]1[CH3:27].[n:1]1[cH:2][cH:3][c:4](-[c:7]2[c:8]3[c:12]([cH:13][cH:14][cH:15]2)[NH:11][C:10](=[O:16])[CH2:9]3)[cH:5][cH:6]1>>[n:1]1[cH:2][cH:3][c:4](-[c:7]2[c:8]3[c:12]([cH:13][cH:14][cH:15]2)[NH:11][C:10](=[O:16])[C:9]3=[CH:33][c:24]2[nH:23][c:22]([C:20]([O:19][CH2:17][CH3:18])=[O:21])[c:26]([CH3:27])[c:25]2[CH2:28][CH2:29][C:30](=[O:31])[OH:32])[cH:5][cH:6]1. Reaction SMILES: [C:1]([c:2]1[cH:3][cH:4][cH:5][cH:6][cH:7]1)([c:8]1[cH:9][cH:10][cH:11][cH:12][cH:13]1)([c:14]1[cH:15][cH:16][cH:17][cH:18][cH:19]1)[S:20][CH2:21][CH:22]=[CH2:23].[C:24]([OH:25])([CH3:26])([CH3:27])[CH3:28].[O:29]1[CH2:30][CH2:31][CH2:32][CH2:33]1>>[C:1]([c:2]1[cH:3][cH:4][cH:5][cH:6][cH:7]1)([c:8]1[cH:9][cH:10][cH:11][cH:12][cH:13]1)([c:14]1[cH:15][cH:16][cH:17][cH:18][cH:19]1)[S:20][CH:21]=[CH:22][CH3:23]. The product is CC=CSC(c1ccccc1)(c1ccccc1)c1ccccc1. The reactants are C=CCSC(c1ccccc1)(c1ccccc1)c1ccccc1, CC(C)(C)O, C1CCOC1.